This data is from the Open Reaction Database (ORD), a public repository of structured organic reaction records. The task is: describe an organic reaction: reactants, conditions, products, and yield The reactants are O=C([O-])[O-], COCCOC, CCOC(C)=O, CC1(C)N=C(Cl)c2ccc([N+](=O)[O-])cc2O1, [K+], [K+], OB(O)c1ccc(F)cc1. The product is CC1(C)N=C(c2ccc(F)cc2)c2ccc([N+](=O)[O-])cc2O1. Reaction SMILES: [C:27](=[O:28])([O-:29])[O-:30].[CH2:39]([CH2:40][O:41][CH3:42])[O:43][CH3:44].[CH3:33][CH2:34][O:35][C:36](=[O:37])[CH3:38].[Cl:1][C:2]1=[N:3][C:4]([CH3:15])([CH3:16])[O:5][c:6]2[c:7]1[cH:8][cH:9][c:10]([N+:12](=[O:13])[O-:14])[cH:11]2.[K+:31].[K+:32].[OH:17][B:18]([OH:19])[c:20]1[cH:21][cH:22][c:23]([F:24])[cH:25][cH:26]1>>[C:2]1([c:20]2[cH:21][cH:22][c:23]([F:24])[cH:25][cH:26]2)=[N:3][C:4]([CH3:15])([CH3:16])[O:5][c:6]2[c:7]1[cH:8][cH:9][c:10]([N+:12](=[O:13])[O-:14])[cH:11]2. Starting materials: O=C([O-])[O-], N#Cc1c[nH]c2cc(F)c(F)cc12, CCOC(=O)c1ccc(F)cc1OCOC, CN(C)C=O, [Cs+], [Cs+], O. The product is CCOC(=O)c1ccc(-n2cc(C#N)c3cc(F)c(F)cc32)cc1OCOC. RXN SMILES: [C:14](=[O:15])([O-:16])[O-:17].[C:1](#[N:2])[c:3]1[cH:4][nH:5][c:6]2[cH:7][c:8]([F:13])[c:9]([F:12])[cH:10][c:11]12.[CH2:20]([CH3:21])[O:22][C:23]([c:24]1[c:25]([O:31][CH2:32][O:33][CH3:34])[cH:26][c:27]([F:30])[cH:28][cH:29]1)=[O:35].[CH3:37][N:38]([CH3:39])[CH:40]=[O:41].[Cs+:18].[Cs+:19].[OH2:36]>>[C:1](#[N:2])[c:3]1[cH:4][n:5](-[c:27]2[cH:26][c:25]([O:31][CH2:32][O:33][CH3:34])[c:24]([C:23]([O:22][CH2:20][CH3:21])=[O:35])[cH:29][cH:28]2)[c:6]2[cH:7][c:8]([F:13])[c:9]([F:12])[cH:10][c:11]12.